From a dataset of the Open Reaction Database (ORD), a public repository of structured organic reaction records. describe an organic reaction: reactants, conditions, products, and yield Starting materials: Cl (hydrochloric acid), C1(=CC=CC=C1)C=1OC2=C(N1)C=CC=C2C(=O)O (2-phenylbenzo[d]oxazole-7-carboxylic acid), C=1C=CC2=C(C1)N=NN2O (HOBt), [NH4+].[Cl-] (NH4Cl), CCN(C(C)C)C(C)C (DIPEA), CCN=C=NCCCN(C)C (EDCI). The solvent is O (water), CN(C)C=O (DMF). Reaction conditions: temperature 25 celsius, time 10 hour. Product: C1(=CC=CC=C1)C=1OC2=C(N1)C=CC=C2C(=O)N (2-phenylbenzo[d]oxazole-7-carboxamide). Isolated yield 16.0%. Reaction SMILES: [C:1]1([C:7]2[O:8][C:9]3[C:15]([C:16]([OH:18])=O)=[CH:14][CH:13]=[CH:12][C:10]=3[N:11]=2)[CH:6]=[CH:5][CH:4]=[CH:3][CH:2]=1.C1C=CC2N(O)N=[N:25]C=2C=1.[NH4+].[Cl-].CCN(C(C)C)C(C)C.CCN=C=NCCCN(C)C.Cl>CN(C=O)C.O>[C:1]1([C:7]2[O:8][C:9]3[C:15]([C:16]([NH2:25])=[O:18])=[CH:14][CH:13]=[CH:12][C:10]=3[N:11]=2)[CH:6]=[CH:5][CH:4]=[CH:3][CH:2]=1 |f:2.3|. Reported procedure: To a solution of 2-phenylbenzo[d]oxazole-7-carboxylic acid in DMF (15 mL) was added HOBt (148 mg, 1.1 mmol), NH4Cl (54 mg, 1.0 mmol), DIPEA (387 mg, 3.0 mmol) and EDCI (211 mg, 1.1 mmol). The mixture was stirred at 25° C. for 10 hr. To the resulting mixture, water (10 mL) and aqueous hydrochloric acid (1 N) was added to pH=3, then extracted with ethyl acetate (100 mL×4). The organic phase was washed with saturated sodium bicarbonate solution and brine, concentrated and dried in vacuum. The crude... Reactants: O=C([O-])[O-], CCCCCCCCc1cnc(-c2ccc(O)cc2)nc1, CN(C)C=O, CCCCOCCOCCOCC(O)CCl, [K+], [K+], O. Product: CCCCCCCCc1cnc(-c2ccc(OCC(O)COCCOCCOCCCC)cc2)nc1. Reaction SMILES: [C:1](=[O:2])([O-:3])[O-:4].[CH2:7]([CH2:8][CH2:9][CH2:10][CH2:11][CH2:12][CH2:13][CH3:14])[c:15]1[cH:16][n:17][c:18](-[c:21]2[cH:22][cH:23][c:24]([OH:27])[cH:25][cH:26]2)[n:19][cH:20]1.[CH3:44][N:45]([CH3:46])[CH:47]=[O:48].[Cl:28][CH2:29][CH:30]([CH2:31][O:32][CH2:33][CH2:34][O:35][CH2:36][CH2:37][O:38][CH2:39][CH2:40][CH2:41][CH3:42])[OH:43].[K+:5].[K+:6].[OH2:49]>>[CH2:7]([CH2:8][CH2:9][CH2:10][CH2:11][CH2:12][CH2:13][CH3:14])[c:15]1[cH:16][n:17][c:18](-[c:21]2[cH:22][cH:23][c:24]([O:27][CH2:29][CH:30]([CH2:31][O:32][CH2:33][CH2:34][O:35][CH2:36][CH2:37][O:38][CH2:39][CH2:40][CH2:41][CH3:42])[OH:43])[cH:25][cH:26]2)[n:19][cH:20]1.